From a dataset of the Open Reaction Database (ORD), a public repository of structured organic reaction records. describe an organic reaction: reactants, conditions, products, and yield The reactants are C(C)(C)(C)OC(=O)N1CCN(C2(CC2)C1)C(=O)C=1C2=C(N=C(C1)C1=CC=C(C=C1)OC1OCCCC1)N(N=C2C)C2OCCCC2 (4-{3-methyl-1-(tetrahydro-pyran-2-yl)-6-[4-(tetrahydro-pyran-2-yloxy)-phenyl]-1H-pyrazolo[3,4-b]pyridine-4-carbonyl}-4,7-diaza-spiro[2.5]-octane-7-carboxylic acid tert-butyl ester), B.CSC (borane dimethyl-sulfide). Solvent: C1CCOC1 (THF). Yields the product C(C)(C)(C)OC(=O)N1CCN(C2(CC2)C1)CC1=C2C(=NC(=C1)C1=CC=C(C=C1)O)N(N=C2C)C2OCCCC2 (4-[6-(4-Hydroxy-phenyl)-3-methyl-1-(tetrahydro-pyran-2-yl)-1H-pyrazolo[3,4-b]pyridin-4-ylmethyl]-4,7-diaza-spiro[2.5]octane-7-carboxylic acid tert-butyl ester). Isolated yield 74.0%. As a reaction SMILES: [C:1]([O:5][C:6]([N:8]1[CH2:15][C:12]2([CH2:14][CH2:13]2)[N:11]([C:16]([C:18]2[C:19]3[C:39]([CH3:40])=[N:38][N:37]([CH:41]4[CH2:46][CH2:45][CH2:44][CH2:43][O:42]4)[C:20]=3[N:21]=[C:22]([C:24]3[CH:29]=[CH:28][C:27]([O:30]C4CCCCO4)=[CH:26][CH:25]=3)[CH:23]=2)=O)[CH2:10][CH2:9]1)=[O:7])([CH3:4])([CH3:3])[CH3:2].B.CSC>C1COCC1>[C:1]([O:5][C:6]([N:8]1[CH2:15][C:12]2([CH2:13][CH2:14]2)[N:11]([CH2:16][C:18]2[CH:23]=[C:22]([C:24]3[CH:29]=[CH:28][C:27]([OH:30])=[CH:26][CH:25]=3)[N:21]=[C:20]3[N:37]([CH:41]4[CH2:46][CH2:45][CH2:44][CH2:43][O:42]4)[N:38]=[C:39]([CH3:40])[C:19]=23)[CH2:10][CH2:9]1)=[O:7])([CH3:4])([CH3:2])[CH3:3] |f:1.2|. Procedure details: To a solution of 272 mg of) 4-{3-methyl-1-(tetrahydro-pyran-2-yl)-6-[4-(tetrahydro-pyran-2-yloxy)-phenyl]-1H-pyrazolo[3,4-b]pyridine-4-carbonyl}-4,7-diaza-spiro[2.5]-octane-7-carboxylic acid tert-butyl ester in 4 ml of dry THF 3.5 ml of borane-dimethyl-sulfide complex (1 M in DCM) was added slowly at r.t., and the reaction was heated to reflux for 60 min. The reaction was quenched by the addition of 2.2 ml of methanol, and the solvents were evaporated. The residue was purified by flash chromatog...